From a dataset of the Open Reaction Database (ORD), a public repository of structured organic reaction records. describe an organic reaction: reactants, conditions, products, and yield Reactants: CC(C)(C)OC(=O)N1CCC(C#N)(c2ccccc2)CC1, CC(=O)O, CCO, O=[Pt]. Yields the product CC(C)(C)OC(=O)N1CCC(CN)(c2ccccc2)CC1. RXN SMILES: [C:1](#[N:2])[C:3]1([c:16]2[cH:17][cH:18][cH:19][cH:20][cH:21]2)[CH2:4][CH2:5][N:6]([C:9](=[O:10])[O:11][C:12]([CH3:13])([CH3:14])[CH3:15])[CH2:7][CH2:8]1.[C:25]([OH:26])(=[O:27])[CH3:28].[CH2:22]([OH:23])[CH3:24].[Pt:29]=[O:30]>>[CH2:1]([NH2:2])[C:3]1([c:16]2[cH:17][cH:18][cH:19][cH:20][cH:21]2)[CH2:4][CH2:5][N:6]([C:9](=[O:10])[O:11][C:12]([CH3:13])([CH3:14])[CH3:15])[CH2:7][CH2:8]1. The reactants are CC(CCCO)C (4-methyl-1-pentanol), Cl.NCC(CCC(=O)O)=O (5-amino-4-oxopentanoic acid hydrochloride). Run at time 2 hour. The product is Cl.NCC(CCC(=O)OCCCC(C)C)=O (4-Methyl-1-pentyl 5-amino-4-oxopentanoate Hydrochloride). RXN SMILES: [CH3:1][CH:2]([CH3:7])[CH2:3][CH2:4][CH2:5][OH:6].[ClH:8].[NH2:9][CH2:10][C:11](=[O:17])[CH2:12][CH2:13][C:14](O)=[O:15]>>[ClH:8].[NH2:9][CH2:10][C:11](=[O:17])[CH2:12][CH2:13][C:14]([O:6][CH2:5][CH2:4][CH2:3][CH:2]([CH3:7])[CH3:1])=[O:15] |f:1.2,3.4|. Procedure details: From 4-methyl-1-pentanol (6.0 ml) and 5-amino-4-oxopentanoic acid hydrochloride (1.0 g; 6.0 mmol) at 70° C. The reaction was complete after 2 h. The yield was 1.32 g (87%). Product: FC(COC1=NC(=NC(=C1)OCC(F)(F)F)NC(N(C=1SC(=CC1)C(F)(F)F)C)=O)(F)F (3-(4,6-bis(2,2,2-trifluoroethoxy)pyrimidin-2-yl)-1-methyl-1-(5-(trifluoromethyl)thiophen-2-yl)urea). Conditions: time 8 hour. Reaction SMILES: [CH3:1][NH:2][C:3]1[S:4][C:5]([C:8]([F:11])([F:10])[F:9])=[CH:6][CH:7]=1.[N:12]([C:15]1[N:20]=[C:19]([O:21][CH2:22][C:23]([F:26])([F:25])[F:24])[CH:18]=[C:17]([O:27][CH2:28][C:29]([F:32])([F:31])[F:30])[N:16]=1)=[C:13]=[O:14].CCOC(C)=O>C(Cl)Cl>[F:26][C:23]([F:24])([F:25])[CH2:22][O:21][C:19]1[CH:18]=[C:17]([O:27][CH2:28][C:29]([F:32])([F:31])[F:30])[N:16]=[C:15]([NH:12][C:13](=[O:14])[N:2]([CH3:1])[C:3]2[S:4][C:5]([C:8]([F:10])([F:9])[F:11])=[CH:6][CH:7]=2)[N:20]=1. Reported procedure: To a solution of N-methyl-5-(trifluoromethyl)thiophen-2-amine in CH2Cl2 (2 mL) was added 2-isocyanato-4,6-bis(2,2,2-trifluoroethoxy)pyrimidine (1.6 mL, 1.0 M in THF) (prepared as described in U.S. Pat. No. 8,013,154, the contents of which were incorporated herein above by reference in their entirety). This reaction was stirred at ambient temperature overnight. TLC indicated the reaction was complete. The solvent was removed under reduced pressure and the residue was purified using normal phase c... Starting materials: CNC=1SC(=CC1)C(F)(F)F (N-methyl-5-(trifluoromethyl)thiophen-2-amine), N(=C=O)C1=NC(=CC(=N1)OCC(F)(F)F)OCC(F)(F)F (2-isocyanato-4,6-bis(2,2,2-trifluoroethoxy)pyrimidine), CCOC(=O)C (EtOAc). Solvent: C(Cl)Cl (CH2Cl2). The reactants are C1(=CC=CC=C1)COC1=CC=CC=2C3=C(N(C12)COCC1=CC=CC=C1)CCNC3=O (2,3,4,5-Tetrahydro-6-(phenylmethoxy)-5-[(phenylmethoxy)methyl]-1H-pyrido[4,3-b]indol-1-one), ClCC=1N=CN(C1C)C(C1=CC=CC=C1)(C1=CC=CC=C1)C1=CC=CC=C1 (4-(chloromethyl)-5-methyl-1-(triphenylmethyl)-1H-imidazole), Intermediate 35. Product: CC1=C(N=CN1)CN1C(C2=C(N(C=3C(=CC=CC23)OCC2=CC=CC=C2)COCC2=CC=CC=C2)CC1)=O (2,3,4,5-Tetrahydro-2-[(5-methyl-1H-imidazol-4-yl)methyl]-6-(phenylmethoxy)-5-[(phenylmethoxy)methyl]-1H-pyrido[4,3-b]indol-1-one). Isolated yield 55.4%. As a reaction SMILES: [C:1]1([CH2:7][O:8][C:9]2[C:17]3[N:16]([CH2:18][O:19][CH2:20][C:21]4[CH:26]=[CH:25][CH:24]=[CH:23][CH:22]=4)[C:15]4[CH2:27][CH2:28][NH:29][C:30](=[O:31])[C:14]=4[C:13]=3[CH:12]=[CH:11][CH:10]=2)[CH:6]=[CH:5][CH:4]=[CH:3][CH:2]=1.Cl[CH2:33][C:34]1[N:35]=[CH:36][N:37](C(C2C=CC=CC=2)(C2C=CC=CC=2)C2C=CC=CC=2)[C:38]=1[CH3:39]>>[CH3:39][C:38]1[NH:37][CH:36]=[N:35][C:34]=1[CH2:33][N:29]1[CH2:28][CH2:27][C:15]2[N:16]([CH2:18][O:19][CH2:20][C:21]3[CH:22]=[CH:23][CH:24]=[CH:25][CH:26]=3)[C:17]3[C:9]([O:8][CH2:7][C:1]4[CH:6]=[CH:5][CH:4]=[CH:3][CH:2]=4)=[CH:10][CH:11]=[CH:12][C:13]=3[C:14]=2[C:30]1=[O:31]. Procedure details: 2,3,4,5-Tetrahydro-6-(phenylmethoxy)-5-[(phenylmethoxy)methyl]-1H-pyrido[4,3-b]indol-1-one (500 mg) was reacted with 4-(chloromethyl)-5-methyl-1-(triphenylmethyl)-1H-imidazole (671 mg) according to the method of Intermediate 35 to give the title compound (340 mg), m.p. 170°-172°. (The FCC Eluant was System A (100:8:1)).